This data is from the Open Reaction Database (ORD), a public repository of structured organic reaction records. The task is: describe an organic reaction: reactants, conditions, products, and yield Reaction SMILES: [NH2:1][C:2]1[C:3]([C:9]([NH:11][C:12]2[CH:13]=[N:14][CH:15]=[CH:16][CH:17]=2)=[O:10])=[N:4][C:5](Br)=[CH:6][N:7]=1.[CH3:18][O:19][CH2:20][CH2:21][CH2:22][N:23]([CH2:31][CH2:32][CH2:33][C:34]1[CH:39]=[CH:38][C:37](B2OC(C)(C)C(C)(C)O2)=[CH:36][CH:35]=1)[C:24](=[O:30])[O:25][C:26]([CH3:29])([CH3:28])[CH3:27].P([O-])([O-])([O-])=O.[K+].[K+].[K+]>[Na+].[Na+].Cl[Pd+2](Cl)(Cl)Cl.O>[NH2:1][C:2]1[N:7]=[CH:6][C:5]([C:37]2[CH:38]=[CH:39][C:34]([CH2:33][CH2:32][CH2:31][N:23]([CH2:22][CH2:21][CH2:20][O:19][CH3:18])[C:24](=[O:30])[O:25][C:26]([CH3:29])([CH3:27])[CH3:28])=[CH:35][CH:36]=2)=[N:4][C:3]=1[C:9](=[O:10])[NH:11][C:12]1[CH:13]=[N:14][CH:15]=[CH:16][CH:17]=1 |f:2.3.4.5,6.7.8|. Starting materials: NC=1C(=NC(=CN1)Br)C(=O)NC=1C=NC=CC1 (3-Amino-6-bromo-N-(pyridin-3-yl)pyrazine-2-carboxamide), 3-(di-tert-butylphosphonium)propane sulphonate, N-hydrate, COCCCN(C(OC(C)(C)C)=O)CCCC1=CC=C(C=C1)B1OC(C(O1)(C)C)(C)C (tert-butyl (3-methoxypropyl){3-[4-(4,4,5,5-tetramethyl-1,3,2-dioxaborolan-2-yl)phenyl]propyl}carbamate), P(=O)([O-])([O-])[O-].[K+].[K+].[K+] (potassium phosphate). Yields the product NC=1N=CC(=NC1C(NC=1C=NC=CC1)=O)C1=CC=C(C=C1)CCCN(C(OC(C)(C)C)=O)CCCOC (tert-butyl (3-{4-[5-amino-6-(pyridin-3-ylcarbamoyl)pyrazin-2-yl]phenyl}propyl)(3-methoxypropyl)carbamate). The reagents and catalysts are [Na+].[Na+].Cl[Pd+2](Cl)(Cl)Cl (sodium tetrachloropalladate). Reported procedure: To a reactor was charged, 3-Amino-6-bromo-N-(pyridin-3-yl)pyrazine-2-carboxamide (1580 g), tert-butyl (3-methoxypropyl){3-[4-(4,4,5,5-tetramethyl-1,3,2-dioxaborolan-2-yl)phenyl]propyl}carbamate (2778 g) 1-butanol (23.7 L), potassium phosphate, tribasic, N-hydrate (2740 g) and water (1.58 L). The contents were stirred under nitrogen at ambient (21° C.). In a second reactor was made up a solution of 3-(di-tert-butylphosphonium)propane sulphonate (DTBPPS) (83.04 g); sodium tetrachloropalladate (45.... The solvent is O (water), O (water), O (water). Run at temperature 21 celsius. Starting materials: C(C)NCC (Diethylamine), O (water), C(C)OC(C(C(=O)O)CC=1C=NC(=CC1)NC(=O)OC(C)(C)C)=O (2-(6-tert-butoxycarbonylamino-pyridin-3-ylmethyl)-malonic acid monoethyl ester), aq. solution, C=O (formaldehyde). The solvent is C(Cl)Cl (methylene chloride). Run at time 16 hour. The product is C(C)OC(C(=C)CC=1C=NC(=CC1)NC(=O)OC(C)(C)C)=O (2-(6-tert-butoxycarbonylamino-pyridin-3-ylmethyl)-acrylic acid ethyl ester). Isolated yield 82.7%. As a reaction SMILES: C(NCC)C.O.[CH2:7]([O:9][C:10](=[O:30])[CH:11]([CH2:15][C:16]1[CH:17]=[N:18][C:19]([NH:22][C:23]([O:25][C:26]([CH3:29])([CH3:28])[CH3:27])=[O:24])=[CH:20][CH:21]=1)[C:12](O)=O)[CH3:8].C=O>C(Cl)Cl>[CH2:7]([O:9][C:10](=[O:30])[C:11]([CH2:15][C:16]1[CH:17]=[N:18][C:19]([NH:22][C:23]([O:25][C:26]([CH3:29])([CH3:28])[CH3:27])=[O:24])=[CH:20][CH:21]=1)=[CH2:12])[CH3:8]. Reported procedure: Diethylamine (0.29 g, 3.00 mmol), water (2 mL) and methylene chloride (2 mL) was added to a mixture of 2-(6-tert-butoxycarbonylamino-pyridin-3-ylmethyl)-malonic acid monoethyl ester (1.00 g, 2.96 mmol) and 37% aq. solution of formaldehyde (0.25 g, 3.05 mmol) at 0° C. The mixture was stirred for 16 h at room temperature and then poured onto ice-water and extracted with methylene chloride. The organic layer was washed with 5% NaHCO3 and dried. Filtration and concentration under reduced pressure ga... Starting materials: COC(=O)C(CC1CCCCC1)c1ccc(-n2nnnc2C(F)(F)F)c(Cl)c1, CCO, [Na+], [OH-]. Product: O=C(O)C(CC1CCCCC1)c1ccc(-n2nnnc2C(F)(F)F)c(Cl)c1. As a reaction SMILES: [CH3:1][O:2][C:3]([CH:4]([CH2:5][CH:6]1[CH2:7][CH2:8][CH2:9][CH2:10][CH2:11]1)[c:12]1[cH:13][c:14]([Cl:27])[c:15](-[n:18]2[n:19][n:20][n:21][c:22]2[C:23]([F:24])([F:25])[F:26])[cH:16][cH:17]1)=[O:28].[CH3:31][CH2:32][OH:33].[Na+:30].[OH-:29]>>[O:2]=[C:3]([CH:4]([CH2:5][CH:6]1[CH2:7][CH2:8][CH2:9][CH2:10][CH2:11]1)[c:12]1[cH:13][c:14]([Cl:27])[c:15](-[n:18]2[n:19][n:20][n:21][c:22]2[C:23]([F:24])([F:25])[F:26])[cH:16][cH:17]1)[OH:28].